From a dataset of the Open Reaction Database (ORD), a public repository of structured organic reaction records. describe an organic reaction: reactants, conditions, products, and yield The reactants are NC=1SC=C(C1C(=O)N)C1=CC=C(C=C1)N (2-amino-4-(4-amino-phenyl)-thiophene-3-carboxylic acid amide), C1(=CC=CC=C1)N=C=O (phenyl isocyanate). The solvent is C1CCOC1 (THF), CO (MeOH), C(C)N(CC)CC (triethylamine), C1CCOC1 (THF). Reaction conditions: time 30 minute. Product: NC=1SC=C(C1C(=O)N)C1=CC=C(C=C1)NC(=O)NC1=CC=CC=C1 (2-amino-4-{4-[3-phenyl-ureido]-phenyl}-thiophene-3-carboxylic acid amide). Reaction SMILES: [NH2:1][C:2]1[S:3][CH:4]=[C:5]([C:10]2[CH:15]=[CH:14][C:13]([NH2:16])=[CH:12][CH:11]=2)[C:6]=1[C:7]([NH2:9])=[O:8].[C:17]1([N:23]=[C:24]=[O:25])[CH:22]=[CH:21][CH:20]=[CH:19][CH:18]=1>C1COCC1.CO.C(N(CC)CC)C>[NH2:1][C:2]1[S:3][CH:4]=[C:5]([C:10]2[CH:15]=[CH:14][C:13]([NH:16][C:24]([NH:23][C:17]3[CH:22]=[CH:21][CH:20]=[CH:19][CH:18]=3)=[O:25])=[CH:12][CH:11]=2)[C:6]=1[C:7]([NH2:9])=[O:8]. Procedure details: Crude 2-amino-4-(4-amino-phenyl)-thiophene-3-carboxylic acid amide (0.15 mmoles, 1 eq) is dissolved in 5 mL THF and treated with 400 μL of 0.35 M THF solution of phenyl isocyanate (0.15 mmoles, 1 eq). When the reaction is complete, as judged by TLC analysis, the reaction mixture is diluted with 1 mL methanol and 1 mL triethylamine, stirred for 30 minutes, and concentrated to dryness. The residue is purified by prep HPLC yielding pure 2-amino-4-{4-[3-phenyl-ureido]-phenyl}-thiophene-3-carboxylic ...